Dataset: the Open Reaction Database (ORD), a public repository of structured organic reaction records. Task: describe an organic reaction: reactants, conditions, products, and yield Starting materials: C(#N)C=1C(=NNC1N=CN(C)C)NCC1=CC(=CC=C1)OC (4-cyano-5-(dimethylamino-methyleneamino)-3-(3-methoxy-benzylamino)-pyrazole), Cl.ClC=1C=C(N)C=CC1 (3-chloro-aniline hydrochloride). Run in C(C)O (ethanol). Reaction conditions: temperature 10 celsius. Yields the product Cl.ClC=1C=C(C=CC1)N1C=NC2=C(C1=N)C(=NN2)NCC2=CC(=CC=C2)OC (5-(3-chloro-phenyl)-1,5-dihydro-4-imino-3-(3-methoxy-benzylamino)-4H-pyrazolo[3,4-d]pyrmidine hydrochloride). As a reaction SMILES: [C:1]([C:3]1[C:4]([NH:13][CH2:14][C:15]2[CH:20]=[CH:19][CH:18]=[C:17]([O:21][CH3:22])[CH:16]=2)=[N:5][NH:6][C:7]=1[N:8]=[CH:9][N:10]([CH3:12])C)#[N:2].Cl.[Cl:24][C:25]1[CH:26]=C([CH:29]=[CH:30][CH:31]=1)N>C(O)C>[ClH:24].[Cl:24][C:25]1[CH:26]=[C:12]([N:10]2[C:1](=[NH:2])[C:3]3[C:4]([NH:13][CH2:14][C:15]4[CH:20]=[CH:19][CH:18]=[C:17]([O:21][CH3:22])[CH:16]=4)=[N:5][NH:6][C:7]=3[N:8]=[CH:9]2)[CH:29]=[CH:30][CH:31]=1 |f:1.2,4.5|. Reported procedure: A mixture of 5.97 g (20 mmol) of 4-cyano-5-(dimethylamino-methyleneamino)-3-(3-methoxy-benzylamino)-pyrazole, 3.77 g (23 mmol) of 3-chloro-aniline hydrochloride and 100 ml of ethanol is heated under reflux for 36 hours. Cooling to approx. 10° C., filtering and washing the filter residue with ethanol yield title compound II; m.p. 251-253° C. (decomp.). The filtrate is concentrated by evaporation in vacuo, the oily residue is partitioned between ethyl acetate and water and the organic phase is was...